This data is from the Open Reaction Database (ORD), a public repository of structured organic reaction records. The task is: describe an organic reaction: reactants, conditions, products, and yield The reactants are BrC=1C=C(C=CC1)C1=NN(C2=NC(=NC=C21)Cl)C(C2=CC=CC=C2)(C2=CC=CC=C2)C2=CC=CC=C2 (3-(3-bromo-phenyl)-6-chloro-1-trityl-1H-pyrazolo[3,4-d]pyrimidine), CCN(C(C)C)C(C)C (DIPEA), C(C)(C)(C)OC(NC1CCC(CC1)N)=O ((4-amino-cyclohexyl)-carbamic acid tert-butyl ester), O (water). The solvent is CN(C)C=O (DMF). Reaction conditions: temperature 120 celsius, time 12 hour. Product: C(C)(C)(C)OC(NC1CCC(CC1)NC1=NC=C2C(=N1)N(N=C2C2=CC(=CC=C2)Br)C(C2=CC=CC=C2)(C2=CC=CC=C2)C2=CC=CC=C2)=O ({4-[3-(3-bromo-phenyl)-1-trityl-1H-pyrazolo[3,4-d]pyrimidin-6-ylamino]-cyclohexyl}-carbamic acid tert-butyl ester). RXN SMILES: [Br:1][C:2]1[CH:3]=[C:4]([C:8]2[C:16]3[C:11](=[N:12][C:13](Cl)=[N:14][CH:15]=3)[N:10]([C:18]([C:31]3[CH:36]=[CH:35][CH:34]=[CH:33][CH:32]=3)([C:25]3[CH:30]=[CH:29][CH:28]=[CH:27][CH:26]=3)[C:19]3[CH:24]=[CH:23][CH:22]=[CH:21][CH:20]=3)[N:9]=2)[CH:5]=[CH:6][CH:7]=1.CCN(C(C)C)C(C)C.[C:46]([O:50][C:51](=[O:60])[NH:52][CH:53]1[CH2:58][CH2:57][CH:56]([NH2:59])[CH2:55][CH2:54]1)([CH3:49])([CH3:48])[CH3:47].O>CN(C=O)C>[C:46]([O:50][C:51](=[O:60])[NH:52][CH:53]1[CH2:54][CH2:55][CH:56]([NH:59][C:13]2[N:12]=[C:11]3[N:10]([C:18]([C:25]4[CH:26]=[CH:27][CH:28]=[CH:29][CH:30]=4)([C:19]4[CH:20]=[CH:21][CH:22]=[CH:23][CH:24]=4)[C:31]4[CH:32]=[CH:33][CH:34]=[CH:35][CH:36]=4)[N:9]=[C:8]([C:4]4[CH:5]=[CH:6][CH:7]=[C:2]([Br:1])[CH:3]=4)[C:16]3=[CH:15][N:14]=2)[CH2:57][CH2:58]1)([CH3:49])([CH3:47])[CH3:48]. Procedure details: To a solution of 3-(3-bromo-phenyl)-6-chloro-1-trityl-1H-pyrazolo[3,4-d]pyrimidine (from Example 42 supra) (1.10 g, 2.0 mmol) in DMF (20 mL) was add DIPEA (0.39 g, 2.8 mmol) and (4-amino-cyclohexyl)-carbamic acid tert-butyl ester (0.60 g, 2.8 mmol). This mixture was stirred at 120° C. for 12 hours. After cooling to room temperature, the reaction mixture was poured into water (100 mL) and the resulting precipitate was collected by filtration. The obtained yellow solid was purified by chromatograp... Reactants: BrCC1CC1, CCOC(C)=O, CC(C)OP(OC(C)C)OC(C)C. Yields the product CC(C)OP(=O)(CC1CC1)OC(C)C. As a reaction SMILES: [Br:1][CH2:2][CH:3]1[CH2:4][CH2:5]1.[CH3:19][CH2:20][O:21][C:22](=[O:23])[CH3:24].[P:6]([O:7][CH:8]([CH3:9])[CH3:10])([O:11][CH:12]([CH3:13])[CH3:14])[O:15][CH:16]([CH3:17])[CH3:18]>>[CH2:2]([CH:3]1[CH2:4][CH2:5]1)[P:6]([O:7][CH:8]([CH3:9])[CH3:10])([O:11][CH:12]([CH3:13])[CH3:14])=[O:15]. Reactants: FC=1C=C(C=CC1)N1N=C(C=C1I)N (1-(3-fluorophenyl)-5-iodo-1H-pyrazol-3-ylamine), FC(OC=1C=C(C=CC1)B(O)O)(F)F (3-(trifluoromethoxy)phenylboronic acid), aqueous solution, C([O-])([O-])=O.[Na+].[Na+] (sodium carbonate), C1(CCCCC1)P(C1CCCCC1)C1CCCCC1 (tricyclohexylphosphine), C(O)([O-])=O.[Na+] (sodium hydrogen carbonate). Reagents/catalysts: C(C)(=O)[O-].[Pd+2].C(C)(=O)[O-] (palladium acetate). The solvent is COCCOC (ethylene glycol dimethyl ether). Yields the product FC=1C=C(C=CC1)N1N=C(C=C1C1=CC(=CC=C1)OC(F)(F)F)N (1-(3-Fluorophenyl)-5-(3-(trifluoromethoxy)phenyl)-1H-pyrazol-3-ylamine). Yield: 80.0%. As a reaction SMILES: [F:1][C:2]1[CH:3]=[C:4]([N:8]2[C:12](I)=[CH:11][C:10]([NH2:14])=[N:9]2)[CH:5]=[CH:6][CH:7]=1.[F:15][C:16]([F:28])([F:27])[O:17][C:18]1[CH:19]=[C:20](B(O)O)[CH:21]=[CH:22][CH:23]=1.C(=O)([O-])[O-].[Na+].[Na+].C1(P(C2CCCCC2)C2CCCCC2)CCCCC1.C(=O)([O-])O.[Na+]>COCCOC.C([O-])(=O)C.[Pd+2].C([O-])(=O)C>[F:1][C:2]1[CH:3]=[C:4]([N:8]2[C:12]([C:20]3[CH:21]=[CH:22][CH:23]=[C:18]([O:17][C:16]([F:15])([F:27])[F:28])[CH:19]=3)=[CH:11][C:10]([NH2:14])=[N:9]2)[CH:5]=[CH:6][CH:7]=1 |f:2.3.4,6.7,9.10.11|. Reported procedure: To a solution of 1-(3-fluorophenyl)-5-iodo-1H-pyrazol-3-ylamine (263 mg) in ethylene glycol dimethyl ether (5 ml) were sequentially added 3-(trifluoromethoxy)phenylboronic acid (197 mg), a 2M aqueous solution of sodium carbonate (2.5 ml), tricyclohexylphosphine (49 mg), palladium acetate (20 mg), and the mixture was stirred for 2 hours at reflux. This reaction mixture was cooled to room temperature, a saturated aqueous solution of sodium hydrogen carbonate was added thereto, and then the mixture... The reactants are COC1=CC=C(C=C1)C(C1=CC=CC=C1)(C1=CC=C(C=C1)OC)NC=1OC(C([C@@](N1)(C)C1=C(C=CC(=C1)Br)F)(F)F)(C)C ([bis-(4-methoxy-phenyl)-phenyl-methyl]-[(R)-4-(5-bromo-2-fluoro-phenyl)-5,5-difluoro-4,6,6-trimethyl-5,6-dihydro-4H-[1,3]oxazin-2-yl]-amine), ClC=1C=C(C=NC1)B(O)O (5-chloropyridin-3-ylboronic acid). Yields the product COC1=CC=C(C=C1)C(C1=CC=CC=C1)(C1=CC=C(C=C1)OC)NC=1OC(C([C@@](N1)(C)C1=C(C=CC(=C1)C=1C=NC=C(C1)Cl)F)(F)F)(C)C ([Bis-(4-methoxy-phenyl)-phenyl-methyl]-{(R)-4-[5-(5-chloro-pyridin-3-yl)-2-fluoro-phenyl]-5,5-difluoro-4,6,6-trimethyl-5,6-dihydro-4H-[1,3]oxazin-2-yl}-amine). Yield: 86.0%. RXN SMILES: [CH3:1][O:2][C:3]1[CH:8]=[CH:7][C:6]([C:9]([NH:24][C:25]2[O:26][C:27]([CH3:43])([CH3:42])[C:28]([F:41])([F:40])[C@:29]([C:32]3[CH:37]=[C:36](Br)[CH:35]=[CH:34][C:33]=3[F:39])([CH3:31])[N:30]=2)([C:16]2[CH:21]=[CH:20][C:19]([O:22][CH3:23])=[CH:18][CH:17]=2)[C:10]2[CH:15]=[CH:14][CH:13]=[CH:12][CH:11]=2)=[CH:5][CH:4]=1.[Cl:44][C:45]1[CH:46]=[C:47](B(O)O)[CH:48]=[N:49][CH:50]=1>>[CH3:1][O:2][C:3]1[CH:8]=[CH:7][C:6]([C:9]([NH:24][C:25]2[O:26][C:27]([CH3:43])([CH3:42])[C:28]([F:41])([F:40])[C@:29]([C:32]3[CH:37]=[C:36]([C:47]4[CH:48]=[N:49][CH:50]=[C:45]([Cl:44])[CH:46]=4)[CH:35]=[CH:34][C:33]=3[F:39])([CH3:31])[N:30]=2)([C:16]2[CH:21]=[CH:20][C:19]([O:22][CH3:23])=[CH:18][CH:17]=2)[C:10]2[CH:15]=[CH:14][CH:13]=[CH:12][CH:11]=2)=[CH:5][CH:4]=1. Reported procedure: In a manner analogous to that described in Example 9 a), the cross-coupling reaction of [bis-(4-methoxy-phenyl)-phenyl-methyl]-[(R)-4-(5-bromo-2-fluoro-phenyl)-5,5-difluoro-4,6,6-trimethyl-5,6-dihydro-4H-[1,3]oxazin-2-yl]-amine (intermediate C4.1) with 5-chloropyridin-3-ylboronic acid yielded the title compound (86% yield) as a white solid. MS (ISP): m/z=686.3 [M+H]+. Starting materials: O=C([O-])O, CC(NS(=O)C(C)(C)C)c1cnc2n1CC(c1cccc(F)c1F)CCC2NC(=O)OC(C)(C)C, ClCCl, [Na+], O=C(O)C(F)(F)F. Yields the product CC(NS(=O)C(C)(C)C)c1cnc2n1CC(c1cccc(F)c1F)CCC2N. Reaction SMILES: [C:43](=[O:44])([OH:45])[O-:46].[C:8]([CH3:9])([CH3:10])([CH3:11])[S:12](=[O:13])[NH:14][CH:15]([CH3:16])[c:17]1[cH:18][n:19][c:20]2[n:21]1[CH2:22][CH:23]([c:35]1[c:36]([F:42])[c:37]([F:41])[cH:38][cH:39][cH:40]1)[CH2:24][CH2:25][CH:26]2[NH:27][C:28](=[O:29])[O:30][C:31]([CH3:32])([CH3:33])[CH3:34].[Cl:48][CH2:49][Cl:50].[Na+:47].[OH:1][C:2]([C:3]([F:4])([F:5])[F:6])=[O:7]>>[C:8]([CH3:9])([CH3:10])([CH3:11])[S:12](=[O:13])[NH:14][CH:15]([CH3:16])[c:17]1[cH:18][n:19][c:20]2[n:21]1[CH2:22][CH:23]([c:35]1[c:36]([F:42])[c:37]([F:41])[cH:38][cH:39][cH:40]1)[CH2:24][CH2:25][CH:26]2[NH2:27]. Reactants: C1COCCN1, CC(C)=O, CC12CC3OC3CC1CCC1C2CCC2(C)C(O)C(N3CCCC3)CC12, O. Yields the product CC12CC(N3CCOCC3)C(O)CC1CCC1C2CCC2(C)C(O)C(N3CCCC3)CC12. RXN SMILES: [CH2:32]1[CH2:33][O:34][CH2:35][CH2:36][NH:37]1.[CH3:28][C:29](=[O:30])[CH3:31].[O:2]1[CH:3]2[CH:4]1[CH2:5][CH:6]1[CH2:7][CH2:8][CH:9]3[CH:10]4[CH2:11][CH:12]([N:23]5[CH2:24][CH2:25][CH2:26][CH2:27]5)[CH:13]([OH:22])[C:14]4([CH3:15])[CH2:16][CH2:17][CH:18]3[C:19]1([CH3:21])[CH2:20]2.[OH2:1]>>[OH:2][CH:4]1[CH:3]([N:37]2[CH2:32][CH2:33][O:34][CH2:35][CH2:36]2)[CH2:20][C:19]2([CH3:21])[CH:6]([CH2:5]1)[CH2:7][CH2:8][CH:9]1[CH:10]3[CH2:11][CH:12]([N:23]4[CH2:24][CH2:25][CH2:26][CH2:27]4)[CH:13]([OH:22])[C:14]3([CH3:15])[CH2:16][CH2:17][CH:18]12. Reactants: CC(C)(C)c1nc2cc(S(=O)(=O)n3ccc(C=O)c3)ccc2n1CC1CCC(F)CC1, CN(C)C=O. The product is CC(C)(C)c1nc2cc(S(=O)(=O)n3ccc(C(=O)O)c3)ccc2n1CC1CCC(F)CC1. Reaction SMILES: [C:1]([CH3:2])([CH3:3])([CH3:4])[c:5]1[n:6][c:7]2[c:8]([n:9]1[CH2:10][CH:11]1[CH2:12][CH2:13][CH:14]([F:17])[CH2:15][CH2:16]1)[cH:18][cH:19][c:20]([S:22](=[O:23])(=[O:24])[n:25]1[cH:26][c:27]([CH:30]=[O:31])[cH:28][cH:29]1)[cH:21]2.[O:32]=[CH:33][N:34]([CH3:35])[CH3:36]>>[C:1]([CH3:2])([CH3:3])([CH3:4])[c:5]1[n:6][c:7]2[c:8]([n:9]1[CH2:10][CH:11]1[CH2:12][CH2:13][CH:14]([F:17])[CH2:15][CH2:16]1)[cH:18][cH:19][c:20]([S:22](=[O:23])(=[O:24])[n:25]1[cH:26][c:27]([C:30](=[O:31])[OH:32])[cH:28][cH:29]1)[cH:21]2.